This data is from the Open Reaction Database (ORD), a public repository of structured organic reaction records. The task is: describe an organic reaction: reactants, conditions, products, and yield Starting materials: F[B-](F)(F)F, CC(C)(C)c1ccc(CNCCc2ccc(Cl)cc2)cc1, CCN(C(C)C)C(C)C, O=C(O)c1cc(Cl)cc2cc[nH]c12, CN(C)C=O, O, CN(C)C(On1nnc2ccccc21)=[N+](C)C. Product: CC(C)(C)c1ccc(CN(CCc2ccc(Cl)cc2)C(=O)c2cc(Cl)cc3cc[nH]c23)cc1. As a reaction SMILES: [B-:14]([F:15])([F:16])([F:17])[F:18].[C:45]([CH3:46])([CH3:47])([CH3:48])[c:49]1[cH:50][cH:51][c:52]([CH2:53][NH:54][CH2:55][CH2:56][c:57]2[cH:58][cH:59][c:60]([Cl:63])[cH:61][cH:62]2)[cH:64][cH:65]1.[CH:36]([N:37]([CH2:38][CH3:39])[CH:40]([CH3:41])[CH3:42])([CH3:43])[CH3:44].[Cl:1][c:2]1[cH:3][c:4]2[cH:5][cH:6][nH:7][c:8]2[c:9]([C:11](=[O:12])[OH:13])[cH:10]1.[O:66]=[CH:67][N:68]([CH3:69])[CH3:70].[OH2:71].[n:19]1([O:20][C:21]([N:22]([CH3:23])[CH3:24])=[N+:25]([CH3:26])[CH3:27])[c:28]2[cH:29][cH:30][cH:31][cH:32][c:33]2[n:34][n:35]1>>[Cl:1][c:2]1[cH:3][c:4]2[cH:5][cH:6][nH:7][c:8]2[c:9]([C:11](=[O:13])[N:54]([CH2:53][c:52]2[cH:51][cH:50][c:49]([C:45]([CH3:46])([CH3:47])[CH3:48])[cH:65][cH:64]2)[CH2:55][CH2:56][c:57]2[cH:58][cH:59][c:60]([Cl:63])[cH:61][cH:62]2)[cH:10]1. The reactants are N1N=NN=C1C1=C(C=CC=C1)C1=CC=C(C=C1)CN(C(CCCC)=O)CC(C(=O)OCC)C(C)C (ethyl rac-N-[(2'-(1H-tetrazol-5-yl)biphenyl-4-yl)methyl]-N-valeryl-2-(aminomethyl)-3-methylbutanoate). Solvent: [OH-].[Na+] (NaOH). Yields the product C(=O)(O)C(CN(CC1=CC=C(C=C1)C1=C(C=CC=C1)C1=NN=NN1)C(CCCC)=O)C(C)C (N-(2-Carboxy-3-methyl-but-1-yl)-N-pentanoyl-N-[2'-(1H-tetrazol-5-yl)-biphenyl-4-ylmethyl]-amine). Reaction SMILES: [NH:1]1[C:5]([C:6]2[CH:11]=[CH:10][CH:9]=[CH:8][C:7]=2[C:12]2[CH:17]=[CH:16][C:15]([CH2:18][N:19]([CH2:26][CH:27]([CH:33]([CH3:35])[CH3:34])[C:28]([O:30]CC)=[O:29])[C:20](=[O:25])[CH2:21][CH2:22][CH2:23][CH3:24])=[CH:14][CH:13]=2)=[N:4][N:3]=[N:2]1>[OH-].[Na+]>[C:28]([CH:27]([CH:33]([CH3:34])[CH3:35])[CH2:26][N:19]([C:20](=[O:25])[CH2:21][CH2:22][CH2:23][CH3:24])[CH2:18][C:15]1[CH:14]=[CH:13][C:12]([C:7]2[CH:8]=[CH:9][CH:10]=[CH:11][C:6]=2[C:5]2[NH:4][N:3]=[N:2][N:1]=2)=[CH:17][CH:16]=1)([OH:30])=[O:29] |f:1.2|. Reported procedure: 980 mg of ethyl rac-N-[(2'-(1H-tetrazol-5-yl)biphenyl-4-yl)methyl]-N-valeryl-2-(aminomethyl)-3-methylbutanoate in 3.1 ml of 2N NaOH are heated at 100° for 72 hours. Neutralization with 3.1 ml of 2N HCl and extraction with CH2Cl2 yields the product, Rf =0.30 (system N8). Reactants: COC1=C(CN2C(CC3=CC=CC=C23)(C=O)Cl)C=CC=C1 (1-(2-methoxybenzyl)-2-chloroindole-carbaldehyde), O (water), C([O-])([O-])=O.[K+].[K+] (potassium carbonate), C(#N)CC(=O)OCC (ethyl cyanoacetate), C(C)O (ethanol). Yields the product C(#N)C(C(=O)OCC)=CC1=C(N(C2=CC=CC=C12)CC1=CC=C(C=C1)OC)Cl (Ethyl 2-cyano-3-(1-(4-methoxybenzyl)-2-chloro-3-indolyl)acrylate). RXN SMILES: CO[C:3]1[CH:21]=[CH:20][CH:19]=[CH:18][C:4]=1[CH2:5][N:6]1[C:14]2[C:9](=[CH:10][CH:11]=[CH:12][CH:13]=2)[CH2:8][C:7]1([Cl:17])C=O.[C:22](=[O:25])([O-])[O-].[K+].[K+].[C:28]([CH2:30][C:31]([O:33][CH2:34][CH3:35])=[O:32])#[N:29].O.[CH2:37](O)C>>[C:28]([C:30](=[CH:37][C:8]1[C:9]2[C:14](=[CH:13][CH:12]=[CH:11][CH:10]=2)[N:6]([CH2:5][C:4]2[CH:3]=[CH:21][C:20]([O:25][CH3:22])=[CH:19][CH:18]=2)[C:7]=1[Cl:17])[C:31]([O:33][CH2:34][CH3:35])=[O:32])#[N:29] |f:1.2.3|. Procedure: To 600 mg of 1-(2-methoxybenzyl)-2-chloroindole-carbaldehyde, slurried in 10 ml of ethanol, was added 608 mg of potassium carbonate and 0.24 ml of ethyl cyanoacetate. After overnight stirring 10 ml of water was added, and the product collected by filtration, washed with water, and dried to give (12a). Yield 630 mg of (12a). M.p. 126°-8° C. (sample recryst. from EtOH/water). Starting materials: BrCC1CC=2C(=C3C=CC(NC3=C(C2)C)=O)O1 (2-bromomethyl-5-methyl-2,3,6,7-tetrahydrofuro-[2,3-f]quinoline-7-one), CN(C)CCS ((dimethylamino)ethylmercaptan), [OH-].[Na+] (caustic soda). Solvent: CN(C=O)C (dimethylformamide), Cl (hydrochloric acid), O (water). Conditions: time 1 hour. Yields the product CN(CCSCC1CC=2C(=C3C=CC(NC3=C(C2)C)=O)O1)C (2-[2-(Dimethylamino)ethylthiomethyl]-5-methyl-2,3,6,7-tetrahydrofuro-[2,3-f]quinoline-7-one). Yield: 13.5%. As a reaction SMILES: Br[CH2:2][CH:3]1[O:17][C:6]2=[C:7]3[C:12](=[C:13]([CH3:15])[CH:14]=[C:5]2[CH2:4]1)[NH:11][C:10](=[O:16])[CH:9]=[CH:8]3.[CH3:18][N:19]([CH2:21][CH2:22][SH:23])[CH3:20].[OH-].[Na+]>CN(C)C=O.Cl.O>[CH3:18][N:19]([CH3:20])[CH2:21][CH2:22][S:23][CH2:2][CH:3]1[O:17][C:6]2=[C:7]3[C:12](=[C:13]([CH3:15])[CH:14]=[C:5]2[CH2:4]1)[NH:11][C:10](=[O:16])[CH:9]=[CH:8]3 |f:2.3|. Procedure: To a suspension of 2-bromomethyl-5-methyl-2,3,6,7-tetrahydrofuro-[2,3-f]quinoline-7-one (1. 765 g) in dimethylformamide (60 ml), hydrochloric acid salt of 2 (dimethylamino)ethylmercaptan (4.25 g) and caustic soda (2.40 g) in water (20 ml) were added and stirred at room temperature for 1 hour. The solvent was distilled off under reduced pressure. The residue was combined with water, and extracted with chloroform. The extract was washed with NaCl solution twice and dried and condensed. The residue... Starting materials: COCCN (2-methoxyethanamine), C(C)(=O)O (acetic acid), C(C)(=O)O[BH-](OC(C)=O)OC(C)=O.[Na+] (sodium triacetoxyborohydride), FC1=C(OC2=C3C(=NC=C2)C=C(S3)C=3N(C(=CN3)C=O)C)C=CC(=C1)[N+](=O)[O-] (2-(7-(2-Fluoro-4-nitrophenoxy)thieno[3,2-b]pyridin-2-yl)-1-methyl-1H-imidazole-5-carbaldehyde). Solvent: C(Cl)Cl (DCM), C(Cl)Cl (DCM). Reaction conditions: time 24 hour. Yields the product FC1=C(OC2=C3C(=NC=C2)C=C(S3)C=3N(C(=CN3)CNCCOC)C)C=CC(=C1)[N+](=O)[O-] (N-((2-(7-(2-Fluoro-4-nitrophenoxy)thieno[3,2-b]pyridin-2-yl)-1-methyl-1H-imidazol-5-yl)methyl)-2-methoxyethanamine). Isolated yield 100.6%. As a reaction SMILES: [F:1][C:2]1[CH:25]=[C:24]([N+:26]([O-:28])=[O:27])[CH:23]=[CH:22][C:3]=1[O:4][C:5]1[CH:10]=[CH:9][N:8]=[C:7]2[CH:11]=[C:12]([C:14]3[N:15]([CH3:21])[C:16]([CH:19]=O)=[CH:17][N:18]=3)[S:13][C:6]=12.[CH3:29][O:30][CH2:31][CH2:32][NH2:33].C(O)(=O)C.C(O[BH-](OC(=O)C)OC(=O)C)(=O)C.[Na+]>C(Cl)Cl>[F:1][C:2]1[CH:25]=[C:24]([N+:26]([O-:28])=[O:27])[CH:23]=[CH:22][C:3]=1[O:4][C:5]1[CH:10]=[CH:9][N:8]=[C:7]2[CH:11]=[C:12]([C:14]3[N:15]([CH3:21])[C:16]([CH2:19][NH:33][CH2:32][CH2:31][O:30][CH3:29])=[CH:17][N:18]=3)[S:13][C:6]=12 |f:3.4|. Reported procedure: To a suspension of 43 (1.3 g, 3.26 mmol) in dry DCM (50 mL) at RT was added 2-methoxyethanamine (1.226 g, 16.32 mmol), acetic acid (0.98 g, 16.32 mmol) and sodium triacetoxyborohydride (3.46 g, 16.32 mmol), and the reaction mixture was stirred at RT for 24 hours. It was then diluted with additional DCM and washed with saturated NaHCO3 solution, dried over Na2SO4, filtered and concentrated to dryness to afford 44 (1.5 g, 100% yield) as an yellow oil which was used crude in the next step with no a...